Dataset: the Open Reaction Database (ORD), a public repository of structured organic reaction records. Task: describe an organic reaction: reactants, conditions, products, and yield Reactants: O=C(Cl)c1ccccc1, Cc1ccn2nc(S(=O)(=O)Nc3c(Cl)cccc3Cl)nc2n1, CC(C)=O, [K+], [K+], O=C([O-])[O-]. Yields the product Cc1ccn2nc(S(=O)(=O)N(C(=O)c3ccccc3)c3c(Cl)cccc3Cl)nc2n1. RXN SMILES: [C:29]([c:30]1[cH:31][cH:32][cH:33][cH:34][cH:35]1)(=[O:36])[Cl:37].[CH3:1][c:2]1[n:3][c:4]2[n:5]([cH:6][cH:7]1)[n:8][c:9]([S:11](=[O:12])(=[O:13])[NH:14][c:15]1[c:16]([Cl:22])[cH:17][cH:18][cH:19][c:20]1[Cl:21])[n:10]2.[CH3:38][C:39](=[O:40])[CH3:41].[K+:23].[K+:24].[O-:25][C:26]([O-:27])=[O:28]>>[CH3:1][c:2]1[n:3][c:4]2[n:5]([cH:6][cH:7]1)[n:8][c:9]([S:11](=[O:12])(=[O:13])[N:14]([c:15]1[c:16]([Cl:22])[cH:17][cH:18][cH:19][c:20]1[Cl:21])[C:29]([c:30]1[cH:31][cH:32][cH:33][cH:34][cH:35]1)=[O:36])[n:10]2. Starting materials: CNCc1cn(Cc2ccccc2)c2ccccc12, ClCCCl, CCN(C(C)C)C(C)C, Nc1ccc(C=CC(=O)O)cn1, CN(C)C=O, O, On1nnc2ccccc21. Product: CN(Cc1cn(Cc2ccccc2)c2ccccc12)C(=O)C=Cc1ccc(N)nc1. RXN SMILES: [CH2:17]([c:18]1[cH:19][cH:20][cH:21][cH:22][cH:23]1)[n:24]1[cH:25][c:26]([CH2:33][NH:34][CH3:35])[c:27]2[cH:28][cH:29][cH:30][cH:31][c:32]12.[CH2:1]([Cl:2])[CH2:3][Cl:4].[CH:47]([N:48]([CH:49]([CH3:50])[CH3:51])[CH2:52][CH3:53])([CH3:54])[CH3:55].[NH2:5][c:6]1[cH:7][cH:8][c:9]([CH:12]=[CH:13][C:14](=[O:15])[OH:16])[cH:10][n:11]1.[O:56]=[CH:57][N:58]([CH3:59])[CH3:60].[OH2:46].[OH:36][n:37]1[c:38]2[c:39]([cH:40][cH:41][cH:42][cH:43]2)[n:44][n:45]1>>[NH2:5][c:6]1[cH:7][cH:8][c:9]([CH:12]=[CH:13][C:14](=[O:16])[N:34]([CH2:33][c:26]2[cH:25][n:24]([CH2:17][c:18]3[cH:19][cH:20][cH:21][cH:22][cH:23]3)[c:32]3[c:27]2[cH:28][cH:29][cH:30][cH:31]3)[CH3:35])[cH:10][n:11]1. Reactants: N#Cc1ccc(CN)cc1, N, O=S(=O)(O)O. The product is N#Cc1ccc(C=O)cc1. RXN SMILES: [C:1](#[N:2])[c:3]1[cH:4][cH:5][c:6]([CH2:7][NH2:8])[cH:9][cH:10]1.[NH3:11].[S:12]([OH:13])(=[O:14])(=[O:15])[OH:16]>>[C:1](#[N:2])[c:3]1[cH:4][cH:5][c:6]([CH:7]=[O:13])[cH:9][cH:10]1. Starting materials: OC=1C=CC=2C(C3=CC=CC=C3OC2C1O)=O (3,4-dihydroxy-xanthen-9-one), cupric chloride, ClC(C#C)(C)C (3-chloro-3-methyl-1-butyne), N12CCCCCC2=NCCC1 (1,8-diazabicyclo[5.4.0]undec-7-ene), C(C)#N (acetonitrile). Conditions: temperature 75 celsius. Product: CC(C#C)(OC=1C=CC=2C(C3=CC=CC=C3OC2C1OC(C#C)(C)C)=O)C (3,4-Bis-(1,1-dimethyl-prop-2-ynyloxy)-xanthen-9-one). Yield: 25.0%. RXN SMILES: [OH:1][C:2]1[CH:3]=[CH:4][C:5]2[C:6](=[O:17])[C:7]3[C:12]([O:13][C:14]=2[C:15]=1[OH:16])=[CH:11][CH:10]=[CH:9][CH:8]=3.Cl[C:19]([CH3:23])([CH3:22])[C:20]#[CH:21].N12CCCN=[C:30]1[CH2:29][CH2:28][CH2:27]CC2.[C:35](#N)C>>[CH3:22][C:19]([CH3:23])([O:1][C:2]1[CH:3]=[CH:4][C:5]2[C:6](=[O:17])[C:7]3[C:12]([O:13][C:14]=2[C:15]=1[O:16][C:29]([CH3:30])([CH3:35])[C:28]#[CH:27])=[CH:11][CH:10]=[CH:9][CH:8]=3)[C:20]#[CH:21]. Procedure details: A solution of 3,4-dihydroxy-xanthen-9-one (1.25 g, 5.47 mmol), cupric chloride (30.2 mg, 0.225), 3-chloro-3-methyl-1-butyne (3.36 mL, 29.9 mmol), 1,8-diazabicyclo[5.4.0]undec-7-ene (2.00 mL, 13.3 mmol), and acetonitrile (100 mL) was stirred at room temperature for 11 h under argon. The solution was then heated at 75° C. for 2 h and cooled to room temperature. The solution was partitioned between ethyl acetate (100 mL) and water (75 mL). The ethyl acetate layer was dried over sodium sulfate and w... Reactants: intermediate E, FC(C1=CC=C(C(=O)O)C=C1)(F)F (4-(trifluoromethyl)benzoic acid), CSSC (dimethyl disulfide). The product is CSC1=C(C(=O)O)C=CC(=C1)C(F)(F)F (2-Methylsulfanyl-4-trifluoromethyl-benzoic acid). Reaction SMILES: [F:1][C:2]([F:13])([F:12])[C:3]1[CH:11]=[CH:10][C:6]([C:7]([OH:9])=[O:8])=[CH:5][CH:4]=1.[CH3:14][S:15]SC>>[CH3:14][S:15][C:10]1[CH:11]=[C:3]([C:2]([F:12])([F:13])[F:1])[CH:4]=[CH:5][C:6]=1[C:7]([OH:9])=[O:8]. Procedure: The title compound, white solid, MS: m/e=235.0 [(M−H)−], was prepared in accordance with the general method of intermediate E from 4-(trifluoromethyl)benzoic acid and dimethyl disulfide. Starting materials: C(C)(C)(C)OC(=O)N1[C@@H](CC(C1)=NOC)C(=O)O ((2S,4EZ)-1-(tert-butoxycarbonyl)-4-(methoxyimino)-2-pyrrolidinecarboxylic acid), C(C1=CC=CC=C1)(=O)C1=CC=C(C(=O)O)C=C1 (4-benzoylbenzoic acid), NCC(O)C1=CC=CC=C1 ((1RS)-2-amino-1-phenylethanol). The product is C(C1=CC=CC=C1)(=O)C1=CC=C(C(=O)N2[C@@H](CC(C2)=NOC)C(=O)NCC(C2=CC=CC=C2)O)C=C1 ((2S,4EZ)-1-(4-benzoylbenzoyl)-N-[(2RS)-2-hydroxy-2-phenylethyl]-4-(methoxyimino)-2-pyrrolidinecarboxamide). RXN SMILES: C(O[C:6]([N:8]1[CH2:12][C:11](=[N:13][O:14][CH3:15])[CH2:10][C@H:9]1[C:16]([OH:18])=O)=[O:7])(C)(C)C.[C:19]([C:27]1[CH:35]=[CH:34][C:30](C(O)=O)=[CH:29][CH:28]=1)(=[O:26])[C:20]1[CH:25]=[CH:24][CH:23]=[CH:22][CH:21]=1.[NH2:36][CH2:37][CH:38]([C:40]1[CH:45]=[CH:44][CH:43]=[CH:42][CH:41]=1)[OH:39]>>[C:19]([C:20]1[CH:21]=[CH:22][C:23]([C:6]([N:8]2[CH2:12][C:11](=[N:13][O:14][CH3:15])[CH2:10][C@H:9]2[C:16]([NH:36][CH2:37][CH:38]([OH:39])[C:40]2[CH:45]=[CH:44][CH:43]=[CH:42][CH:41]=2)=[O:18])=[O:7])=[CH:24][CH:25]=1)(=[O:26])[C:27]1[CH:28]=[CH:29][CH:30]=[CH:34][CH:35]=1. Procedure: Following the general method as outlined in Example 22, starting from (2S,4EZ)-1-(tert-butoxycarbonyl)-4-(methoxyimino)-2-pyrrolidinecarboxylic acid, 4-benzoylbenzoic acid, and (1RS)-2-amino-1-phenylethanol, the title compound was obtained in 93% purity by HPLC. MS(ESI+): m/z=486.